This data is from the Open Reaction Database (ORD), a public repository of structured organic reaction records. The task is: describe an organic reaction: reactants, conditions, products, and yield The reactants are C(C=C)[C@@]1(C(N([C@@H]([C@H](C1)C1=CC(=CC=C1)Cl)C1=CC=C(C=C1)Cl)[C@@H](CO)CC)=O)C ((3S,5R,6S)-3-Allyl-5-(3-chlorophenyl)-6-(4-chlorophenyl)-1-((R)-1-hydroxybutan-2-yl)-3-methylpiperidin-2-one), CC(C)S(=O)(=O)N (propane-2-sulfonamide). Yields the product C(C=C)[C@@]1(C(N([C@@H]([C@H](C1)C1=CC(=CC=C1)Cl)C1=CC=C(C=C1)Cl)[C@H](CNS(=O)(=O)C(C)C)CC)=O)C (N-((S)-2-((3S,5R,6S)-3-allyl-5-(3-chlorophenyl)-6-(4-chlorophenyl)-3-methyl-2-oxopiperidin-1-yl)butyl)propane-2-sulfonamide). Reaction SMILES: [CH2:1]([C@@:4]1([CH3:30])[CH2:9][C@H:8]([C:10]2[CH:15]=[CH:14][CH:13]=[C:12]([Cl:16])[CH:11]=2)[C@@H:7]([C:17]2[CH:22]=[CH:21][C:20]([Cl:23])=[CH:19][CH:18]=2)[N:6]([C@H:24]([CH2:27][CH3:28])[CH2:25]O)[C:5]1=[O:29])[CH:2]=[CH2:3].[CH3:31][CH:32]([S:34]([NH2:37])(=[O:36])=[O:35])[CH3:33]>>[CH2:1]([C@@:4]1([CH3:30])[CH2:9][C@H:8]([C:10]2[CH:15]=[CH:14][CH:13]=[C:12]([Cl:16])[CH:11]=2)[C@@H:7]([C:17]2[CH:22]=[CH:21][C:20]([Cl:23])=[CH:19][CH:18]=2)[N:6]([C@@H:24]([CH2:27][CH3:28])[CH2:25][NH:37][S:34]([CH:32]([CH3:33])[CH3:31])(=[O:36])=[O:35])[C:5]1=[O:29])[CH:2]=[CH2:3]. Procedure details: The title compound was prepared from (3S,5R,6S)-3-allyl-5-(3-chlorophenyl)-6-(4-chlorophenyl)-1-((S)-1-hydroxybutan-2-yl)-3-methylpiperidin-2-one (Example 91, Step B) and propane-2-sulfonamide as described in Example 181, Step A. MS (ESI) m/z=551 [M+H]+.